Dataset: the Open Reaction Database (ORD), a public repository of structured organic reaction records. Task: describe an organic reaction: reactants, conditions, products, and yield Starting materials: C(C)(C)(C)ON=O (t-butylnitrite), NC1=CC=CC=C1 (aniline), C1(=CC=CC=C1)C(=C)CBr (2-phenyl-3-brompropene), [N+](=O)([O-])C=1C=C(N)C=C(C1)[N+](=O)[O-] (3,5-dinitroaniline). Run in CC#N (CH3CN). Reaction conditions: temperature 25.5 celsius, time 1 hour. The product is [N+](=O)([O-])C=1C=C(C=C(C1)[N+](=O)[O-])CC(=C)C1=CC=CC=C1 (3,5-dinitro-1-(2-phenyl-2-propenyl)benzene). The yield is 35.2%. As a reaction SMILES: C(ON=O)(C)(C)C.[C:8]1([C:14]([CH2:16]Br)=[CH2:15])[CH:13]=[CH:12][CH:11]=[CH:10][CH:9]=1.[N+:18]([C:21]1[CH:22]=[C:23]([CH:25]=[C:26]([N+:28]([O-:30])=[O:29])[CH:27]=1)N)([O-:20])=[O:19].NC1C=CC=CC=1>CC#N>[N+:18]([C:21]1[CH:22]=[C:23]([CH2:16][C:14]([C:8]2[CH:13]=[CH:12][CH:11]=[CH:10][CH:9]=2)=[CH2:15])[CH:25]=[C:26]([N+:28]([O-:30])=[O:29])[CH:27]=1)([O-:20])=[O:19]. Reported procedure: To a solution of t-butylnitrite (119 μl, 1.0 mmol) and 2-phenyl-3-brompropene (0.99 g, 5.0 mmol) in CH3CN (0.5 ml) was 3,5-dinitroaniline (92 mg, 0.5 mmol) added during 10 minutes, while maintaining the temperature of the reaction mixture at 23-28° C. At the end of the addition of the aniline extra t-butylnitrite (119 μl, 1.0 mmol) was added to the reaction mixture which then was heated to 35° C. for 5 minutes. The reaction mixture was stirred at 22° C. for one hour. The volatile material in the... Starting materials: FC1=C(C=C(C=C1)OC)C1=C(C=C(C=C1)CO)[C@@H](C(C)(C)C)O ((1R)-1-(2′-fluoro-4-(hydroxymethyl)-5′-(methyloxy)-1,1′-biphenyl-2-yl)-2,2-dimethyl-1-propanol), FC1=C(C=C(C=C1)OC)C1=C(C=C(C=C1)CO)[C@H](C(C)(C)C)O ((1S)-1-(2′-fluoro-4-(hydroxymethyl)-5′-(methyloxy)-1,1′-biphenyl-2-yl)-2,2-dimethyl-1-propanol), C(Cl)Cl (DCM), [Si](C)(C)(C(C)(C)C)Cl (tert-butyldimethylsilyl chloride), TEA. The reagents and catalysts are CN(C)C=1C=CN=CC1 (DMAP). Reaction conditions: time 16 hour. Yields the product CC(C)(C)[Si](OCC1=CC(=C(C=C1)C1=C(C=CC(=C1)OC)F)[C@H](C(C)(C)C)O)(C)C ((1S)-1-(4-((((1,1-dimethylethyl)(dimethyl)silyl)oxy)methyl)-2′-fluoro-5′-(methyloxy)-1,1′-biphenyl-2-yl)-2,2-dimethyl-1-propanol), CC(C)(C)[Si](OCC1=CC(=C(C=C1)C1=C(C=CC(=C1)OC)F)[C@@H](C(C)(C)C)O)(C)C ((1R)-1-(4-((((1,1-dimethylethyl)(dimethyl)silyl)oxy)methyl)-2′-fluoro-5′-(methyloxy)-1,1′-biphenyl-2-yl)-2,2-dimethyl-1-propanol). As a reaction SMILES: [F:1][C:2]1[CH:7]=[CH:6][C:5]([O:8][CH3:9])=[CH:4][C:3]=1[C:10]1[CH:15]=[CH:14][C:13]([CH2:16][OH:17])=[CH:12][C:11]=1[C@H:18]([OH:23])[C:19]([CH3:22])([CH3:21])[CH3:20].[F:24][C:25]1[CH:30]=[CH:29][C:28]([O:31][CH3:32])=[CH:27][C:26]=1[C:33]1[CH:38]=[CH:37][C:36]([CH2:39][OH:40])=[CH:35][C:34]=1[C@@H:41]([OH:46])[C:42]([CH3:45])([CH3:44])[CH3:43].C(Cl)Cl.[Si:50](Cl)([C:53]([CH3:56])([CH3:55])[CH3:54])([CH3:52])[CH3:51]>CN(C1C=CN=CC=1)C>[CH3:54][C:53]([Si:50]([CH3:52])([CH3:51])[O:17][CH2:16][C:13]1[CH:14]=[CH:15][C:10]([C:3]2[CH:4]=[C:5]([O:8][CH3:9])[CH:6]=[CH:7][C:2]=2[F:1])=[C:11]([C@@H:18]([OH:23])[C:19]([CH3:20])([CH3:22])[CH3:21])[CH:12]=1)([CH3:56])[CH3:55].[CH3:54][C:53]([Si:50]([CH3:52])([CH3:51])[O:40][CH2:39][C:36]1[CH:37]=[CH:38][C:33]([C:26]2[CH:27]=[C:28]([O:31][CH3:32])[CH:29]=[CH:30][C:25]=2[F:24])=[C:34]([C@H:41]([OH:46])[C:42]([CH3:43])([CH3:45])[CH3:44])[CH:35]=1)([CH3:56])[CH3:55]. Procedure details: To a stirred solution of (1R)-1-(2′-fluoro-4-(hydroxymethyl)-5′-(methyloxy)-1,1′-biphenyl-2-yl)-2,2-dimethyl-1-propanol or (1S)-1-(2′-fluoro-4-(hydroxymethyl)-5′-(methyloxy)-1,1′-biphenyl-2-yl)-2,2-dimethyl-1-propanol (T9.8 or T9.9) (0.300 g, 0.9 mmol) in DCM (10.00 mL, 155 mmol) at 23° C. was added tert-butyldimethylsilyl chloride (0.2 mL, 1 mmol), followed by TEA (0.2 mL, 1 mmol) and DMAP (0.01 g, 0.09 mmol). Stirring was continued for 16 hours. The mixture was then concentrated in vacuo to gi... Reactants: CN(C)C1CCNC1, CCc1cc(O)c(F)cc1-c1ccc2c(-c3nc4c([nH]3)CCN(C(=O)c3cnc(Cl)cn3)C4)n[nH]c2c1. Yields the product CCc1cc(O)c(F)cc1-c1ccc2c(-c3nc4c([nH]3)CCN(C(=O)c3cnc(N5CCC(N(C)C)C5)cn3)C4)n[nH]c2c1. As a reaction SMILES: [CH3:38][N:39]([CH:40]1[CH2:41][NH:42][CH2:43][CH2:44]1)[CH3:45].[Cl:1][c:2]1[n:3][cH:4][c:5]([C:8](=[O:9])[N:10]2[CH2:11][c:12]3[c:13]([nH:16][c:17](-[c:19]4[n:20][nH:21][c:22]5[cH:23][c:24](-[c:28]6[c:29]([CH2:36][CH3:37])[cH:30][c:31]([OH:35])[c:32]([F:34])[cH:33]6)[cH:25][cH:26][c:27]45)[n:18]3)[CH2:14][CH2:15]2)[n:6][cH:7]1>>[c:2]1([N:42]2[CH2:41][CH:40]([N:39]([CH3:38])[CH3:45])[CH2:44][CH2:43]2)[n:3][cH:4][c:5]([C:8](=[O:9])[N:10]2[CH2:11][c:12]3[c:13]([nH:16][c:17](-[c:19]4[n:20][nH:21][c:22]5[cH:23][c:24](-[c:28]6[c:29]([CH2:36][CH3:37])[cH:30][c:31]([OH:35])[c:32]([F:34])[cH:33]6)[cH:25][cH:26][c:27]45)[n:18]3)[CH2:14][CH2:15]2)[n:6][cH:7]1. Starting materials: C(#N)C1=CC=C(C=C2C(N(C(N2)=O)N([C@@H](CC(O)=O)C(=O)N[C@@H](C(C)C)C(=O)O)C(C)=O)=O)C=C1 ((5-(4-cyanobenzylidene)-2,4-dioxoimidazolidin-3-yl)-acetyl-L-aspartyl-L-valine), Pd on-charcoal. The solvent is CO (methanol). Conditions: time 12 hour. Yields the product NCC1=CC=C(CC2C(N(C(N2)=O)N([C@@H](CC(O)=O)C(=O)N[C@@H](C(C)C)C(=O)O)C(C)=O)=O)C=C1 ((5-(4-Aminomethylbenzyl)-2,4-dioxoimidazolidin-3-yl)-acetyl-L-aspartyl-L-valine). RXN SMILES: [C:1]([C:3]1[CH:35]=[CH:34][C:6]([CH:7]=[C:8]2[NH:12][C:11](=[O:13])[N:10]([N:14]([C:30](=[O:32])[CH3:31])[C@H:15]([C:20]([NH:22][C@H:23]([C:27]([OH:29])=[O:28])[CH:24]([CH3:26])[CH3:25])=[O:21])[CH2:16][C:17](=[O:19])[OH:18])[C:9]2=[O:33])=[CH:5][CH:4]=1)#[N:2]>CO>[NH2:2][CH2:1][C:3]1[CH:4]=[CH:5][C:6]([CH2:7][CH:8]2[NH:12][C:11](=[O:13])[N:10]([N:14]([C:30](=[O:32])[CH3:31])[C@H:15]([C:20]([NH:22][C@H:23]([C:27]([OH:29])=[O:28])[CH:24]([CH3:26])[CH3:25])=[O:21])[CH2:16][C:17](=[O:18])[OH:19])[C:9]2=[O:33])=[CH:34][CH:35]=1. Reported procedure: 400 mg of (5-(4-cyanobenzylidene)-2,4-dioxoimidazolidin-3-yl)-acetyl-L-aspartyl-L-valine are dissolved in 60 ml of methanol. After addition of 50 mg of 10% strength Pd-on-charcoal, hydrogenation is carried out at room temperature for 12 hours, the catalyst is filtered off, the filtrate is concentrated and the product is freeze-dried.